From a dataset of the Open Reaction Database (ORD), a public repository of structured organic reaction records. describe an organic reaction: reactants, conditions, products, and yield The reactants are N[C@H](C(=O)NCCCC[C@@H](CO)N(CC(C)C)S(=O)(=O)C1=CC=C(C=C1)N)CC1=CC2=CC=CC=C2C=C1 ((2S,5S)-2-Amino-N-{5-[(4-amino-benzenesulfonyl)-isobutyl-amino]-6-hydroxy-hexyl}-3-naphthalen-2-yl-propionamide), N[C@H](C(=O)NCCCC[C@@H](CO)N(CC(C)C)S(=O)(=O)C1=CC=C(C=C1)N)CC1=CC2=CC=CC=C2C=C1 ((2S,5S)-2-Amino-N-{5-[(4-amino-benzenesulfonyl)-isobutyl-amino]-6-hydroxy-hexyl}-3-naphthalen-2-yl-propionamide), C1(CCCC1)C(=O)Cl (cyclopentanecarbonyl chloride). Yields the product NC1=CC=C(C=C1)S(=O)(=O)N([C@@H](CCCCNC(=O)[C@H](CC1=CC2=CC=CC=C2C=C1)NC(=O)C1CCCC1)CO)CC(C)C ((1S,5S)-Cyclopentanecarboxylic Acid (1-{5-[(4-Amino-benzenesulfonyl)-isobutyl-amino]-6-hydroxy-hexylcarbamoyl}-2-naphthalen-2-yl-ethyl)-amide). As a reaction SMILES: [NH2:1][C@@H:2]([CH2:28][C:29]1[CH:38]=[CH:37][C:36]2[C:31](=[CH:32][CH:33]=[CH:34][CH:35]=2)[CH:30]=1)[C:3]([NH:5][CH2:6][CH2:7][CH2:8][CH2:9][C@H:10]([N:13]([S:18]([C:21]1[CH:26]=[CH:25][C:24]([NH2:27])=[CH:23][CH:22]=1)(=[O:20])=[O:19])[CH2:14][CH:15]([CH3:17])[CH3:16])[CH2:11][OH:12])=[O:4].[CH:39]1([C:44](Cl)=[O:45])[CH2:43][CH2:42][CH2:41][CH2:40]1>>[NH2:27][C:24]1[CH:23]=[CH:22][C:21]([S:18]([N:13]([CH2:14][CH:15]([CH3:17])[CH3:16])[C@H:10]([CH2:11][OH:12])[CH2:9][CH2:8][CH2:7][CH2:6][NH:5][C:3]([C@@H:2]([NH:1][C:44]([CH:39]2[CH2:43][CH2:42][CH2:41][CH2:40]2)=[O:45])[CH2:28][C:29]2[CH:38]=[CH:37][C:36]3[C:31](=[CH:32][CH:33]=[CH:34][CH:35]=3)[CH:30]=2)=[O:4])(=[O:20])=[O:19])=[CH:26][CH:25]=1. Procedure: The title compound was prepared from (2S,5S)-2-amino-N-{5-[(4-amino-benzenesulfonyl)-isobutyl-amino]-6-hydroxy-hexyl}-3-naphthalen-2-yl-propionamide (product of example 49) as described in general procedure D using cyclopentanecarbonyl chloride. The final product was obtained in 57% yield.